This data is from the Open Reaction Database (ORD), a public repository of structured organic reaction records. The task is: describe an organic reaction: reactants, conditions, products, and yield Reactants: ClCC(CCCl)O (1,4-dichloro-2-butanol), FC(C=1C=C(C=CC1)O)(F)F (m-trifluoromethylphenol), [OH-].[K+] (potassium hydroxide). Solvent: C(C)(C)O (isopropanol), O (water), O (water). Run at temperature 65 celsius. Product: ClCCC(COC1=CC(=CC=C1)C(F)(F)F)O (4-Chloro-1-(3-trifluoromethylphenoxy)-2-butanol). As a reaction SMILES: [F:1][C:2]([F:11])([F:10])[C:3]1[CH:4]=[C:5]([OH:9])[CH:6]=[CH:7][CH:8]=1.[OH-].[K+].Cl[CH2:15][CH:16]([OH:20])[CH2:17][CH2:18][Cl:19]>O.C(O)(C)C>[Cl:19][CH2:18][CH2:17][CH:16]([OH:20])[CH2:15][O:9][C:5]1[CH:6]=[CH:7][CH:8]=[C:3]([C:2]([F:10])([F:11])[F:1])[CH:4]=1 |f:1.2|. Reported procedure: To a mixture of 0.5 mole (75 g.) of m-trifluoromethylphenol, 1 mole (56 g.) of potassium hydroxide, 100 ml. of water and 400 ml. of isopropanol was added 0.6 mole (84 g.) of 1,4-dichloro-2-butanol with stirring at temperature below 55° C. The resulting reaction mixture was heated at 65° C. for 20 hr., mixed with 2 liters of water, and extracted with 400 ml. of isopropyl ether. The ether extract was washed with 0.5N sodium hydroxide and then with water, dried over sodium sulfate and distilled und... Reactants: CC(=O)n1ncc2c3c(ccc21)C(=O)CC3, CO, [Na+], [OH-]. The product is O=C1CCc2c1ccc1[nH]ncc21. RXN SMILES: [C:1](=[O:2])([CH3:3])[n:4]1[n:5][cH:6][c:7]2[c:8]3[c:9]([cH:10][cH:11][c:12]12)[C:13](=[O:16])[CH2:14][CH2:15]3.[CH3:19][OH:20].[Na+:18].[OH-:17]>>[nH:4]1[n:5][cH:6][c:7]2[c:8]3[c:9]([cH:10][cH:11][c:12]12)[C:13](=[O:16])[CH2:14][CH2:15]3. Starting materials: CC(C)(C)[O-].[K+] (Potassium tert-butylate), [Br-].C(C)(C)(C)OC(=O)C1=C(C=CC=C1)[P+](C1=CC=CC=C1)(C1=CC=CC=C1)C (tert-butoxy carbonyl methyl triphenyl phosphonium bromide), FC=1C=C(C=O)C=CC1[N+](=O)[O-] (3-Fluoro-4-nitrobenzaldehyde). The solvent is O1CCCC1 (tetrahydrofuran). Conditions: time 15 minute. The product is C(C)(C)(C)OC(\C=C\C1=CC(=C(C=C1)[N+](=O)[O-])F)=O ((E)-3-(3-fluoro-4-nitro-phenyl)-acrylic acid tert-butyl ester). The yield is 86.0%. RXN SMILES: CC([O-])(C)C.[K+].[Br-].[C:8]([O:12][C:13]([C:15]1C=CC=CC=1[P+](C)(C1C=CC=CC=1)C1C=CC=CC=1)=[O:14])([CH3:11])([CH3:10])[CH3:9].[F:35][C:36]1[CH:37]=[C:38]([CH:41]=[CH:42][C:43]=1[N+:44]([O-:46])=[O:45])[CH:39]=O>O1CCCC1>[C:8]([O:12][C:13](=[O:14])/[CH:15]=[CH:39]/[C:38]1[CH:41]=[CH:42][C:43]([N+:44]([O-:46])=[O:45])=[C:36]([F:35])[CH:37]=1)([CH3:11])([CH3:10])[CH3:9] |f:0.1,2.3|. Procedure: Potassium tert-butylate (0.438 g, 3.9 mmol) was added to a suspension of tert-butoxy carbonyl methyl triphenyl phosphonium bromide (1.61 g, 3.9 mmol; CAS Reg. No. 35000-37-4) in tetrahydrofuran (10 ml). The suspension was stirred for 15 min at ambient temperature. 3-Fluoro-4-nitrobenzaldehyde (600 mg, 3.5 mmol; CAS Reg. No. 160538-51-2) was added, the mixture was stirred for 1.5 h at ambient temperature, poured onto water and extracted three times with ethyl acetate. The combined organic layers ... Reactants: [H][H] (hydrogen), [H][H] (hydrogen), C(C1=CC=CC=C1)N1CC(CCC1)NC (1-benzyl-3-methylaminopiperidine), C=O (formaldehyde). The reagents and catalysts are [Pt]=O (platinum oxide). The solvent is C(C)O (ethanol), C(C)O (ethanol). Yields the product C(C1=CC=CC=C1)N1CC(CCC1)N(C)C (1-benzyl-3-dimethylaminopiperidine). As a reaction SMILES: [H][H].[CH2:3]([N:10]1[CH2:15][CH2:14][CH2:13][CH:12]([NH:16][CH3:17])[CH2:11]1)[C:4]1[CH:9]=[CH:8][CH:7]=[CH:6][CH:5]=1.[CH2:18]=O>[Pt]=O.C(O)C>[CH2:3]([N:10]1[CH2:15][CH2:14][CH2:13][CH:12]([N:16]([CH3:18])[CH3:17])[CH2:11]1)[C:4]1[CH:5]=[CH:6][CH:7]=[CH:8][CH:9]=1. Procedure details: A suspension of 0.30 g. of platinum oxide in 25 ml. of absolute ethanol was shaken under 35 psi of hydrogen for 1 hour. To this was added a solution of the 1-benzyl-3-methylaminopiperidine and 16 g. of 37 percent aqueous formaldehyde in 40 ml. of ethanol. The mixture was then shaken under ca. 50 psi of hydrogen until uptake ceased. Filtration and evaporation left an oil, which was dissolved in benzene and extracted with dilute hydrochloric acid. The extract was made strongly basic with sodium hy... The reactants are [N+](=O)([O-])C1=CC=C(C=C1)C=1N=CNC1 (4-(4-nitrophenyl)-1H-imidazole), C([O-])([O-])=O.[Cs+].[Cs+] (cesium carbonate), BrCC(C)(C)C (1-bromo-2,2-dimethylpropane). Run in C(C)(=O)OCC (ethyl acetate), CN(C=O)C (N,N-dimethylformamide). Yields the product C(C(C)(C)C)N1C=NC(=C1)C1=CC=C(C=C1)[N+](=O)[O-] (1-neopentyl-4-(4-nitrophenyl)-1H-imidazole). RXN SMILES: [N+:1]([C:4]1[CH:9]=[CH:8][C:7]([C:10]2[N:11]=[CH:12][NH:13][CH:14]=2)=[CH:6][CH:5]=1)([O-:3])=[O:2].C(=O)([O-])[O-].[Cs+].[Cs+].Br[CH2:22][C:23]([CH3:26])([CH3:25])[CH3:24]>CN(C)C=O.C(OCC)(=O)C>[CH2:22]([N:13]1[CH:14]=[C:10]([C:7]2[CH:6]=[CH:5][C:4]([N+:1]([O-:3])=[O:2])=[CH:9][CH:8]=2)[N:11]=[CH:12]1)[C:23]([CH3:26])([CH3:25])[CH3:24] |f:1.2.3|. Reported procedure: To a solution of 4-(4-nitrophenyl)-1H-imidazole (0.500 g, 2.64 mmol) in N,N-dimethylformamide (10 ml) was added cesium carbonate (1.292 g, 3.96 mmol) followed by 1-bromo-2,2-dimethylpropane (0.366 ml, 2.91 mmol). After heating at 85° overnight, the reaction mixture was cooled to room temperature, diluted with ethyl acetate, washed with water and brine, dried over magnesium sulfate, filtered and concentrated. Normal phase chromatography provided the title compound. The reactants are C(CCC)[Li] (n-butyllithium), N1C=NC(=C1)C(C(C)C)=O (1-(1H-imidazol-4-yl)-2-methyl-1-propanone), [Cl-].[NH4+] (ammonium chloride), BrC=1C=C2C=CC(=C(C2=CC1)OC)OC (6-Bromo-1,2-dimethoxynaphthalene). Solvent: CCCCCC (hexane), C1CCOC1 (THF), C(C)(=O)OCC (ethyl acetate), C1CCOC1 (THF). Conditions: temperature -78 celsius, time 1 hour. The product is COC1=C2C=CC(=CC2=CC=C1OC)C(C(C)C)(O)C=1N=CNC1 (1-(5,6-Dimethoxynaphthalen-2-yl)-1-(1H-imidazol-4-yl)-2-methyl-1-propanol). Isolated yield 52.9%. Reaction SMILES: Br[C:2]1[CH:3]=[C:4]2[C:9](=[CH:10][CH:11]=1)[C:8]([O:12][CH3:13])=[C:7]([O:14][CH3:15])[CH:6]=[CH:5]2.C([Li])CCC.[NH:21]1[CH:25]=[C:24]([C:26](=[O:30])[CH:27]([CH3:29])[CH3:28])[N:23]=[CH:22]1.[Cl-].[NH4+]>C1COCC1.CCCCCC.C(OCC)(=O)C>[CH3:13][O:12][C:8]1[C:7]([O:14][CH3:15])=[CH:6][CH:5]=[C:4]2[C:9]=1[CH:10]=[CH:11][C:2]([C:26]([C:24]1[N:23]=[CH:22][NH:21][CH:25]=1)([OH:30])[CH:27]([CH3:29])[CH3:28])=[CH:3]2 |f:3.4|. Procedure details: 6-Bromo-1,2-dimethoxynaphthalene (2.10 g) was dissolved in THF (30 ml). The solution was cooled to −78° C. To the reaction mixture was added dropwise a solution of n-butyllithium in hexane (1.6M: 6 ml), and the mixture was stirred for 1 h. To the mixture was added a solution of 1-(1H-imidazol-4-yl)-2-methyl-1-propanone (0.367 g) in THF (10 ml), and the temperature of the mixture was elevated to room temperature. To the reaction mixture were added an aqueous solution of ammonium chloride and ethy...